Dataset: the Open Reaction Database (ORD), a public repository of structured organic reaction records. Task: describe an organic reaction: reactants, conditions, products, and yield The reactants are CN1CCOCC1, CN(C)c1ccccn1, CCN(C(C)C)C(C)C, CC(C)COC(=O)Cl, Cl, NN=Cc1ccc(NC(=O)CCC(=O)O)cc1, C#CC(N)CC(=O)OCC, CN(C)C=O. Yields the product C#CC(CC(=O)OCC)NC(=O)CCC(=O)Nc1ccc(C=NN)cc1. RXN SMILES: [CH3:19][N:20]1[CH2:21][CH2:22][O:23][CH2:24][CH2:25]1.[CH3:53][N:54]([c:55]1[cH:56][cH:57][cH:58][cH:59][n:60]1)[CH3:61].[CH:44]([N:45]([CH:46]([CH3:47])[CH3:48])[CH2:49][CH3:50])([CH3:51])[CH3:52].[Cl:26][C:27]([O:28][CH2:29][CH:30]([CH3:31])[CH3:32])=[O:33].[ClH:1].[NH2:2][N:3]=[CH:4][c:5]1[cH:6][cH:7][c:8]([NH:11][C:12]([CH2:13][CH2:14][C:15](=[O:16])[OH:17])=[O:18])[cH:9][cH:10]1.[NH2:34][CH:35]([CH2:36][C:37](=[O:38])[O:39][CH2:40][CH3:41])[C:42]#[CH:43].[O:62]=[CH:63][N:64]([CH3:65])[CH3:66]>>[NH2:2][N:3]=[CH:4][c:5]1[cH:6][cH:7][c:8]([NH:11][C:12]([CH2:13][CH2:14][C:15](=[O:17])[NH:34][CH:35]([CH2:36][C:37](=[O:38])[O:39][CH2:40][CH3:41])[C:42]#[CH:43])=[O:18])[cH:9][cH:10]1. The reactants are BrC1=CC2=C(NC(=N2)CN(C(OC(C)(C)C)=O)C)C=C1 (tert-butyl [(5-bromo-1H-benzimidazol-2-yl)methyl]methylcarbamate), CN(C)C=O (DMF), C(=O)([O-])[O-].[K+].[K+] (K2CO3), ClCOC (chloromethylmethyl ether). Run in CCOC(=O)C (EtOAc). Conditions: time 8 hour. Yields the product BrC1=CC2=C(N(C(=N2)CN(C(OC(C)(C)C)=O)C)COC)C=C1 (tert-butyl {[5-bromo-1-(methoxymethyl)-1H-benzimidazol-2-yl]methyl}methylcarbamate). Reaction SMILES: [Br:1][C:2]1[CH:20]=[CH:19][C:5]2[NH:6][C:7]([CH2:9][N:10]([CH3:18])[C:11](=[O:17])[O:12][C:13]([CH3:16])([CH3:15])[CH3:14])=[N:8][C:4]=2[CH:3]=1.CN(C=O)C.C([O-])([O-])=O.[K+].[K+].Cl[CH2:33][O:34][CH3:35]>CCOC(C)=O>[Br:1][C:2]1[CH:20]=[CH:19][C:5]2[N:6]([CH2:33][O:34][CH3:35])[C:7]([CH2:9][N:10]([CH3:18])[C:11](=[O:17])[O:12][C:13]([CH3:14])([CH3:15])[CH3:16])=[N:8][C:4]=2[CH:3]=1 |f:2.3.4|. Procedure details: To a mixture of tert-butyl [(5-bromo-1H-benzimidazol-2-yl)methyl]methylcarbamate (1.54 g) and DMF (20 mL) were added K2CO3 (1.88 g) and chloromethylmethyl ether (516 μL) under ice-cooling, followed by stirring at room temperature overnight. The reaction mixture was diluted with EtOAc, and washed with water and brine in this order. The organic layer was dried over Na2SO4 and then concentrated under reduced pressure. The residue was purified by silica gel column chromatography (eluent: Hex/EtOAc=8... Isolated yield 50.0%. Product: C(#N)C1=C(C=C(C=C1)OC1C(CCCC1)C(C)(C)C)C#N (1,2-dicyano-4-(2-t-butylcyclohexyloxy)benzene). Procedure details: As in Synthesis Example 1 but using 1.73 grams of 1,2-dicyano-4-nitrobenzene and 4.7 grams of 2-t-butylcyclohexanol, there was obtained 1.41 grams of 1,2-dicyano-4-(2-t-butylcyclohexyloxy)benzene (yield of 50%). Next, as in Synthesis Example 1 but using 1.41 grams of this compound and 0.42 gram of BBr3, there was obtained 0.77 gram of the end product (yield 50%, mp 162°-165° C.). Reaction SMILES: [C:1]([C:3]1[CH:8]=[CH:7][C:6]([N+]([O-])=O)=[CH:5][C:4]=1[C:12]#[N:13])#[N:2].[C:14]([CH:18]1[CH2:23][CH2:22][CH2:21][CH2:20][CH:19]1[OH:24])([CH3:17])([CH3:16])[CH3:15]>>[C:1]([C:3]1[CH:8]=[CH:7][C:6]([O:24][CH:19]2[CH2:20][CH2:21][CH2:22][CH2:23][CH:18]2[C:14]([CH3:17])([CH3:16])[CH3:15])=[CH:5][C:4]=1[C:12]#[N:13])#[N:2]. Starting materials: C(#N)C1=C(C=C(C=C1)[N+](=O)[O-])C#N (1,2-dicyano-4-nitrobenzene), C(C)(C)(C)C1C(CCCC1)O (2-t-butylcyclohexanol). The reactants are [Li]CCCC (n-BuLi), O1CCOC12CCC(CC2)C=2SC=CN2 (2-(1,4-dioxa-spiro[4.5]dec-8-yl)-thiazole), C(=O)=O (dry ice). Solvent: C1CCOC1 (THF). Reaction conditions: time 30 minute. The product is O1CCOC12CCC(CC2)C=2SC(=CN2)C(=O)O (2-(1,4-Dioxa-spiro[4.5]dec-8-yl)-thiazole-5-carboxylic acid). Reaction SMILES: [Li]CCCC.[O:6]1[C:10]2([CH2:15][CH2:14][CH:13]([C:16]3[S:17][CH:18]=[CH:19][N:20]=3)[CH2:12][CH2:11]2)[O:9][CH2:8][CH2:7]1.[C:21](=[O:23])=[O:22]>C1COCC1>[O:9]1[C:10]2([CH2:15][CH2:14][CH:13]([C:16]3[S:17][C:18]([C:21]([OH:23])=[O:22])=[CH:19][N:20]=3)[CH2:12][CH2:11]2)[O:6][CH2:7][CH2:8]1. Procedure: A solution of n-BuLi (2.5 M in hexanes, 5 mL, 12 mmol) was added dropwise into 2-(1,4-dioxa-spiro[4.5]dec-8-yl)-thiazole (2.50 g, 11 mmol) in THF (10 mL) at −78° C. The reaction was kept at −78° C. for 30 min. The solution was added to solid dry ice (˜5 g) dropwise. After addition, the reaction was warmed to room temperature slowly over 1 hour and quenched with 1 N NaOH (˜10 mL) solution. The solvent was removed and the residue was partitioned between ether and water. The aqueous layer was adjus... Starting materials: CN1CC2=C(N(C=3C=CC(=CC23)C)CC(=O)C2=CC=CC=C2)CC1 (2-(2,8-Dimethyl-3,4-dihydro-1H-pyrido[4,3-b]indol-5(2H)-yl)-1-phenylethanone), C1(=CC=CC=C1)C (toluene), C(=O)(OCC)C=P(C1=CC=CC=C1)(C1=CC=CC=C1)C1=CC=CC=C1 ((Carbethoxymethylene)triphenylphosphorane). Reaction conditions: temperature 100 celsius. Product: CN1CC2=C(N(C=3C=CC(=CC23)C)C/C(=C/C(=O)OCC)/C2=CC=CC=C2)CC1 ((E)-ethyl 4-(2,8-dimethyl-3,4-dihydro-1H-pyrido[4,3-b]indol-5(2H)-yl)-3-phenylbut-2-enoate). Reaction SMILES: [CH3:1][N:2]1[CH2:24][CH2:23][C:5]2[N:6]([CH2:14]C(C3C=CC=CC=3)=O)[C:7]3[CH:8]=[CH:9][C:10]([CH3:13])=[CH:11][C:12]=3[C:4]=2[CH2:3]1.[C:25]([CH:30]=P(C1C=CC=CC=1)(C1C=CC=CC=1)C1C=CC=CC=1)([O:27][CH2:28][CH3:29])=[O:26].[C:50]1([CH3:56])[CH:55]=[CH:54][CH:53]=[CH:52][CH:51]=1>>[CH3:1][N:2]1[CH2:24][CH2:23][C:5]2[N:6]([CH2:14]/[C:56](/[C:50]3[CH:55]=[CH:54][CH:53]=[CH:52][CH:51]=3)=[CH:30]/[C:25]([O:27][CH2:28][CH3:29])=[O:26])[C:7]3[CH:8]=[CH:9][C:10]([CH3:13])=[CH:11][C:12]=3[C:4]=2[CH2:3]1. Procedure: 2-(2,8-Dimethyl-3,4-dihydro-1H-pyrido[4,3-b]indol-5(2H)-yl)-1-phenylethanone (100 mg, 3 mmol) was dissolved in 3 mL of toluene. (Carbethoxymethylene)triphenylphosphorane (200 mg, 0.56 mmol) was added and the reaction mixture was heated at 100° C. overnight. Solvent was removed under reduced pressure and the residue was purified by silica gel chromatography (100-200) eluting with 2% MeOH-DCM. 1H NMR (CDCl3, oxalate salt) δ (ppm): 7.70 (m, 1H), 7.50 (m, 2H), 7.38 (m, 3H), 7.20 (m, 1H), 7.10 (m, 1H... The reactants are CN (methylamine), N1=CC(=CC=C1)C#CCCO (4-(3-Pyridinyl)-3-butyne-1-ol). Run in O (water). Reaction conditions: time 3 hour. Yields the product CNCCC#CC=1C=NC=CC1 (N-Methyl-4-(3-pyridinyl)-3-butyne-1-amine). Yield: 546.1%. As a reaction SMILES: [CH3:1][NH2:2].[N:3]1[CH:8]=[CH:7][CH:6]=[C:5]([C:9]#[C:10][CH2:11][CH2:12]O)[CH:4]=1>O>[CH3:1][NH:2][CH2:12][CH2:11][C:10]#[C:9][C:5]1[CH:4]=[N:3][CH:8]=[CH:7][CH:6]=1. Procedure: An aqueous methylamine solution (5 mL, 40%, 58.7 mmole) was mixed with XII (200 mg, 0.08 mmole) and stirred for 3 hr. in a sealed tube at 45° C. After the reaction was complete, water (10 mL) was added to the cooled reaction mixture, and the reaction mixture was extracted with chloroform (10×5 mL). The combined organic extracts were dried over anhydrous sodium sulfate, filtered and concentrated. The residue obtained was chromatographed on a silica gel column using methanol:chloroform (1:9) and t... Reactants: N1=CC=C(C=C1)C=O (pyridine-4-aldehyde), NC1=C(C=CC=C1)O (o-aminophenol). Run in C(C)(=O)O (acetic acid). Conditions: temperature 100 celsius. The product is N1=CC=C(C=C1)C=1OC2=C(N1)C=CC=C2 (2-(4-Pyridyl)benzoxazole). Reaction SMILES: [N:1]1[CH:6]=[CH:5][C:4]([CH:7]=[O:8])=[CH:3][CH:2]=1.[NH2:9][C:10]1[CH:15]=[CH:14][CH:13]=[CH:12][C:11]=1O>C(O)(=O)C>[N:1]1[CH:6]=[CH:5][C:4]([C:7]2[O:8][C:11]3[CH:12]=[CH:13][CH:14]=[CH:15][C:10]=3[N:9]=2)=[CH:3][CH:2]=1. Reported procedure: A 500 mg portion of pyridine-4-aldehyde was dissolved in 15 ml of acetic acid, and the solution was mixed with 509 mg of o-aminophenol and stirred with heating at 100° C. for 6 hours. The solvent was concentrated under a reduced pressure, and the residual oily matter was mixed with saturated sodium bicarbonate aqueous solution and extracted with ethyl acetate. The organic layer was washed with saturated brine and dried with magnesium sulfate, and then the solvent was evaporated under a reduced p...